Task: describe an organic reaction: reactants, conditions, products, and yield. Dataset: the Open Reaction Database (ORD), a public repository of structured organic reaction records Reactants: C1=CC=C2C(=C1)C(C3=CC=CC=C3O2)O (xanthydrol), CNC(=O)NC (N,N'-dimethylurea), C1(=CC=CC=C1)C (toluene). The solvent is C(C)(=O)O (acetic acid). Product: CN(C(=O)NC)C1C2=CC=CC=C2OC=2C=CC=CC12 (N,N'-dimethyl-N-9-xanthenylurea). RXN SMILES: [CH:1]1[CH:6]=[C:5]2[CH:7](O)[C:8]3[C:13]([O:14][C:4]2=[CH:3][CH:2]=1)=[CH:12][CH:11]=[CH:10][CH:9]=3.[CH3:16][NH:17][C:18]([NH:20][CH3:21])=[O:19].C1(C)C=CC=CC=1>C(O)(=O)C>[CH3:16][N:17]([CH:7]1[C:8]2[CH:9]=[CH:10][CH:11]=[CH:12][C:13]=2[O:14][C:4]2[C:5]1=[CH:6][CH:1]=[CH:2][CH:3]=2)[C:18]([NH:20][CH3:21])=[O:19]. Reported procedure: A mixture of xanthydrol (2 g.), N,N'-dimethylurea (1 g.), toluene (15 ml.) and acetic acid (0.6 ml.) was refluxed for 20 minutes, evaporated to dryness, the residue was washed with water and dried. It was recrystallised from benzene and the crystals dried at 90°C./2mm. to give N,N'-dimethyl-N-9-xanthenylurea, m.p. 169°-170°C. Starting materials: BrC=1C=C(C=C(C1)C(F)(F)F)N1C(=CC=C1C)C (1-[3-bromo-5-(trifluoromethyl)phenyl]-2,5-dimethyl-1H-pyrrole), C(CCC)[Li] (n-butyllithium), [NH4+].[Cl-] (NH4Cl), CC(=O)C (acetone). Run in C1CCOC1 (THF), CCCCCC (hexane). Run at time 30 minute. Yields the product CC=1N(C(=CC1)C)C=1C=C(C=C(C1)C(F)(F)F)C(C)(C)O (2-[3-(2,5-dimethyl-1H-pyrrol-1-yl)-5-(trifluoromethyl)phenyl]propan-2-ol). The yield is 49.4%. As a reaction SMILES: Br[C:2]1[CH:3]=[C:4]([N:12]2[C:16]([CH3:17])=[CH:15][CH:14]=[C:13]2[CH3:18])[CH:5]=[C:6]([C:8]([F:11])([F:10])[F:9])[CH:7]=1.C([Li])CCC.[CH3:24][C:25]([CH3:27])=[O:26].[NH4+].[Cl-]>C1COCC1.CCCCCC>[CH3:18][C:13]1[N:12]([C:4]2[CH:3]=[C:2]([C:25]([OH:26])([CH3:27])[CH3:24])[CH:7]=[C:6]([C:8]([F:11])([F:10])[F:9])[CH:5]=2)[C:16]([CH3:17])=[CH:15][CH:14]=1 |f:3.4|. Procedure: To a solution of 1-[3-bromo-5-(trifluoromethyl)phenyl]-2,5-dimethyl-1H-pyrrole (4.98 g, 15.6 mmol) in THF (75 mL) at −78° C., was added a solution of 2.50M n-butyllithium in hexane dropwise. The reaction mixture was allowed to stir for 30 min and then acetone (1.49 mL, 20.4 mmol) was added dropwise. The reaction mixture was allowed to stir at −78° C. for 30 min, and then allowed to warm to rt. Saturated aq. NH4Cl was added and the mixture was extracted with EtOAc (3×). The organic solutions were... The reactants are NC1=C(C=C(C=C1Br)C(CCC(=O)O)=O)Br (4-amino-3,5-dibromo-γ-oxo-benzenebutanoic acid), N1CCC(CC1)N1C(NC(=C1)C1=CC=CC=C1)=O (1,3-dihydro-1-(4-piperidinyl)-4-phenyl-2(2H)-imidazolone), CN(C)C(=[N+](C)C)ON1C2=C(C=CC=C2)N=N1.[B-](F)(F)(F)F (TBTU), CCN(C(C)C)C(C)C (DIEA), C(CC(O)(C(=O)O)CC(=O)O)(=O)O (citric acid), BrBr (Br2), [K+].[Br-] (KBr). Run in O1CCCC1 (tetrahydrofuran), O (water). Conditions: time 1 hour. The product is NC1=C(C=C(C=C1Br)C(CCC(=O)N1CCC(CC1)N1C(NC(=C1)C1=CC=CC=C1)=O)=O)Br (1-{1-[4-(4-amino-3,5-dibromophenyl)-1,4-dioxobutyl]-4-piperidinyl}-1,3-dihydro-4-phenyl-2(2H)-imidazolone). RXN SMILES: [NH2:1][C:2]1[C:7]([Br:8])=[CH:6][C:5]([C:9](=[O:15])[CH2:10][CH2:11][C:12]([OH:14])=O)=[CH:4][C:3]=1[Br:16].[NH:17]1[CH2:22][CH2:21][CH:20]([N:23]2[CH:27]=[C:26]([C:28]3[CH:33]=[CH:32][CH:31]=[CH:30][CH:29]=3)[NH:25][C:24]2=[O:34])[CH2:19][CH2:18]1.CN(C(ON1N=NC2C=CC=CC1=2)=[N+](C)C)C.[B-](F)(F)(F)F.CCN(C(C)C)C(C)C.C(O)(=O)CC(CC(O)=O)(C(O)=O)O.[K+].[Br-].BrBr>O.O1CCCC1>[NH2:1][C:2]1[C:3]([Br:16])=[CH:4][C:5]([C:9](=[O:15])[CH2:10][CH2:11][C:12]([N:17]2[CH2:18][CH2:19][CH:20]([N:23]3[CH:27]=[C:26]([C:28]4[CH:29]=[CH:30][CH:31]=[CH:32][CH:33]=4)[NH:25][C:24]3=[O:34])[CH2:21][CH2:22]2)=[O:14])=[CH:6][C:7]=1[Br:8] |f:2.3,6.7|. Reported procedure: A mixture of 1.0 g (2.849 mmol) of 4-amino-3,5-dibromo-γ-oxo-benzenebutanoic acid, 1.04 g (2.91 mmol) of 1,3-dihydro-1-(4-piperidinyl)-4-phenyl-2(2H)-imidazolone, 0.935 g (2.912 mmol) of TBTU, 1.02 ml (5.77 mmol) of DIEA and 50 ml of tetrahydrofuran was stirred for 1 hour at ambient temperature. The reaction mixture was diluted with 300 ml of water and acidified slightly with citric acid. The precipitate formed was suction filtered and washed carefully with water, then with 3 ml of tetrahydrofur...